This data is from the Open Reaction Database (ORD), a public repository of structured organic reaction records. The task is: describe an organic reaction: reactants, conditions, products, and yield Starting materials: Cn1ncc2cccc(N=C=S)c21, NCCO. Yields the product Cn1ncc2cccc(NC3=NCCO3)c21. As a reaction SMILES: [CH3:1][n:2]1[n:3][cH:4][c:5]2[cH:6][cH:7][cH:8][c:9]([N:11]=[C:12]=[S:13])[c:10]12.[NH2:14][CH2:15][CH2:16][OH:17]>>[CH3:1][n:2]1[n:3][cH:4][c:5]2[cH:6][cH:7][cH:8][c:9]([NH:11][C:12]3=[N:14][CH2:15][CH2:16][O:17]3)[c:10]12. Starting materials: C(=O)(OC(C)(C)C)C(OC1=C(C=C(C=C1)CN1C(=NC=2C1=NC(=CC2C)C(=O)OCC2=CC=CC=C2)CC)CCC)C2=CC=CC=C2 (3-[4-(1-carbo-tert-butoxy-1-phenylmethoxy)-3-propylphenylmethyl]-5-carbobenzyloxy-2-ethyl-7-methyl-3H-imidazo [4,5-b]pyridine), C(=O)(C(F)(F)F)O (TFA). The solvent is C(Cl)Cl (CH2Cl2). Run at time 2.5 hour. Product: C(=O)(O)C(OC1=C(C=C(C=C1)CN1C(=NC=2C1=NC(=CC2C)C(=O)OCC2=CC=CC=C2)CC)CCC)C2=CC=CC=C2 (3-[4-(1-carboxy-1-phenylmethoxy)-3-propylphenylmethyl]-5-carbobenzyloxy-2-ethyl-7-methyl-3H-imidazo[4,5-b]-pyridine). Yield: 47.0%. RXN SMILES: [C:1]([CH:8]([C:42]1[CH:47]=[CH:46][CH:45]=[CH:44][CH:43]=1)[O:9][C:10]1[CH:15]=[CH:14][C:13]([CH2:16][N:17]2[C:21]3=[N:22][C:23]([C:27]([O:29][CH2:30][C:31]4[CH:36]=[CH:35][CH:34]=[CH:33][CH:32]=4)=[O:28])=[CH:24][C:25]([CH3:26])=[C:20]3[N:19]=[C:18]2[CH2:37][CH3:38])=[CH:12][C:11]=1[CH2:39][CH2:40][CH3:41])([O:3]C(C)(C)C)=[O:2].C(O)(C(F)(F)F)=O>C(Cl)Cl>[C:1]([CH:8]([C:42]1[CH:43]=[CH:44][CH:45]=[CH:46][CH:47]=1)[O:9][C:10]1[CH:15]=[CH:14][C:13]([CH2:16][N:17]2[C:21]3=[N:22][C:23]([C:27]([O:29][CH2:30][C:31]4[CH:32]=[CH:33][CH:34]=[CH:35][CH:36]=4)=[O:28])=[CH:24][C:25]([CH3:26])=[C:20]3[N:19]=[C:18]2[CH2:37][CH3:38])=[CH:12][C:11]=1[CH2:39][CH2:40][CH3:41])([OH:3])=[O:2]. Reported procedure: To a solution of the product of Step A (9 mg, 0.014 mmol) CH2Cl2 (1 mL) was added TFA (0.4 mL) at rt dropwise. The solution was stirred at rt for 2.5 hours. After evaporation of the solvent the crude mixture was purified by flash chromatography eluted with CHCl3 /MeOH/NH4OH (80:15:1), to give 3.8 mg of the title compound as a white solid. Starting materials: C1=CC=C2C(=C1)C(=O)C(C2=O)(O)O (ninhydrin), Cl.C1(=CC=CC=C1)NC(NN)=O (4-phenyl semicarbazide hydrochloride). Product: C1(=CC=CC=C1)NC(NN=C1C(C2=CC=CC=C2C1=O)=O)=O (2-(4-phenyl semicarbazono)-indan-1,3-dione). As a reaction SMILES: [CH:1]1[CH:6]=[C:5]2[C:7]([C:9](O)(O)[C:10](=[O:11])[C:4]2=[CH:3][CH:2]=1)=[O:8].Cl.[C:15]1([NH:21][C:22](=[O:25])[NH:23][NH2:24])[CH:20]=[CH:19][CH:18]=[CH:17][CH:16]=1>>[C:15]1([NH:21][C:22](=[O:25])[NH:23][N:24]=[C:9]2[C:10](=[O:11])[C:4]3[C:5](=[CH:6][CH:1]=[CH:2][CH:3]=3)[C:7]2=[O:8])[CH:16]=[CH:17][CH:18]=[CH:19][CH:20]=1 |f:1.2|. Reported procedure: ninhydrin, 4-phenyl semicarbazide hydrochloride. Reactants: C(C)OC=1C=C(C=CC1)C=1N=CC=C2C1NC(=C2CCOC2=CC=C(C=C2)OC(F)(F)F)C(=O)OCC (ethyl 7-(3-ethoxyphenyl)-3-{2-[4-(trifluoromethoxy)phenoxy]ethyl}-1H-pyrrolo[2,3-c]pyridine-2-carboxylate), CCO (EtOH), O (water), [Li+].[OH-] (LiOH). The solvent is C1CCOC1 (THF). Run at time 2 hour. Product: C(C)OC=1C=C(C=CC1)C=1N=CC=C2C1NC(=C2CCOC2=CC=C(C=C2)OC(F)(F)F)C(=O)O (7-(3-ethoxyphenyl)-3-{2-[4-(trifluoromethoxy)phenoxy]ethyl}-1H-pyrrolo[2,3-c]pyridine-2-carboxylic acid). Isolated yield 89.1%. Reaction SMILES: [CH2:1]([O:3][C:4]1[CH:5]=[C:6]([C:10]2[N:11]=[CH:12][CH:13]=[C:14]3[C:18]([CH2:19][CH2:20][O:21][C:22]4[CH:27]=[CH:26][C:25]([O:28][C:29]([F:32])([F:31])[F:30])=[CH:24][CH:23]=4)=[C:17]([C:33]([O:35]CC)=[O:34])[NH:16][C:15]=23)[CH:7]=[CH:8][CH:9]=1)[CH3:2].CCO.O.[Li+].[OH-]>C1COCC1>[CH2:1]([O:3][C:4]1[CH:5]=[C:6]([C:10]2[N:11]=[CH:12][CH:13]=[C:14]3[C:18]([CH2:19][CH2:20][O:21][C:22]4[CH:27]=[CH:26][C:25]([O:28][C:29]([F:30])([F:31])[F:32])=[CH:24][CH:23]=4)=[C:17]([C:33]([OH:35])=[O:34])[NH:16][C:15]=23)[CH:7]=[CH:8][CH:9]=1)[CH3:2] |f:3.4|. Reported procedure: To a solution of ethyl 7-(3-ethoxyphenyl)-3-{2-[4-(trifluoromethoxy)phenoxy]ethyl}-1H-pyrrolo[2,3-c]pyridine-2-carboxylate (80 mg, 0.15 mmol) in THF (2 mL) was added EtOH (0.4 mL)m and water (0.4 mL). Solid LiOH (75 mg, 3.1 mmol) was then added in a single portion. After 2 h at r.t. and 2 h at 50 C, the reaction was quenched with 5% potassium bisulfate until acidic (˜pH 3) which caused a white precipitate to form. This was filtered and washed with water to yield the title compound (65 mg). HRMS ... Yields the product FC=1C=C(C=CC1)N1CCNCC1 (3-fluorophenyl piperazine), ClCCCN1CCN(CC1)C1=CC(=CC=C1)F (1-(3-chloropropyl)-4-(3-fluorophenyl)piperazine). Run in CN(C=O)C (N,N-dimethylformamide). Procedure details: The 1-(3-chloropropyl)-4-(3-fluorophenyl piperazine used is prepared in the following manner: 32 g (203 m. moles) of 1-bromo-3-chloropropane are added drop by drop to a mixture of 12.2 g (67.7 m. moles) Of 1-(3-fluorophenyl piperazine [prepared according to D. R. Maxwell and W. R. Wragg, English Pat. No. 943,739, C.A. 60, 5522c (1964)], 9.4 g (68 m. moles) of potassium carbonate and 135 cc of N,N-dimethylformamide. The stirring is continued for 9 hours at ambient temperature. The inorganic produ... Reactants: FC=1C=C(C=CC1)N1CCNCC1 (3-fluorophenyl piperazine), 1-(3-chloropropyl), 5522c, BrCCCCl (1-bromo-3-chloropropane), C([O-])([O-])=O.[K+].[K+] (potassium carbonate). Run at time 9 hour. RXN SMILES: Br[CH2:2][CH2:3][CH2:4][Cl:5].[F:6][C:7]1[CH:8]=[C:9]([N:13]2[CH2:18][CH2:17][NH:16][CH2:15][CH2:14]2)[CH:10]=[CH:11][CH:12]=1.C(=O)([O-])[O-].[K+].[K+]>CN(C)C=O>[F:6][C:7]1[CH:8]=[C:9]([N:13]2[CH2:18][CH2:17][NH:16][CH2:15][CH2:14]2)[CH:10]=[CH:11][CH:12]=1.[Cl:5][CH2:4][CH2:3][CH2:2][N:16]1[CH2:15][CH2:14][N:13]([C:9]2[CH:10]=[CH:11][CH:12]=[C:7]([F:6])[CH:8]=2)[CH2:18][CH2:17]1 |f:2.3.4|. Reactants: C(C)(C)(C)S(=O)N=CCC(C(=O)OCC)C (ethyl 4-((tert-butylsulfinyl)imino)-2-methylbutanoate), BrC=1C(=NC=CC1OC)OC (3-bromo-2,4-dimethoxypyridine), [Li]CCCC (n-BuLi), hexanes, [NH4+].[Cl-] (NH4Cl). Solvent: C1CCOC1 (THF), C1CCOC1 (THF), O (water), CCOCC (Et2O). Reaction conditions: temperature -78 celsius, time 15 minute. Yields the product COC1=NC=CC(=C1C(CC(C(=O)OCC)C)NS(=O)C(C)(C)C)OC (ethyl 4-(2,4-dimethoxypyridin-3-yl)-4-(1,1-dimethylethylsulfinamido)-2-methylbutanoate). Reaction SMILES: Br[C:2]1[C:3]([O:10][CH3:11])=[N:4][CH:5]=[CH:6][C:7]=1[O:8][CH3:9].[Li]CCCC.[C:17]([S:21]([N:23]=[CH:24][CH2:25][CH:26]([CH3:32])[C:27]([O:29][CH2:30][CH3:31])=[O:28])=[O:22])([CH3:20])([CH3:19])[CH3:18].[NH4+].[Cl-]>C1COCC1.O.CCOCC>[CH3:11][O:10][C:3]1[C:2]([CH:24]([NH:23][S:21]([C:17]([CH3:19])([CH3:18])[CH3:20])=[O:22])[CH2:25][CH:26]([CH3:32])[C:27]([O:29][CH2:30][CH3:31])=[O:28])=[C:7]([O:8][CH3:9])[CH:6]=[CH:5][N:4]=1 |f:3.4|. Procedure: A cooled (−78° C.) solution of commercially available 3-bromo-2,4-dimethoxypyridine (1.390 g; 5.74 mmol) in anh. THF (70 ml), under nitrogen, was treated dropwise with a solution of 1.6 M n-BuLi in hexanes (3.60 ml; 5.74 mmol). The resulting solution was further stirred at −78° C. for 15 min. A solution of ethyl 4-((tert-butylsulfinyl)imino)-2-methylbutanoate (1.290 g; 5.22 mmol) in anh. THF (5 ml) was then added to the cooled reaction mixture, and stirring at −78° C. was continued for 30 min. T... Starting materials: BrC=1C=CC(=C(C1)C(C)(C)O)F (2-(5-bromo-2-fluoro-phenyl)-propan-2-ol), C1=CC(=CC=C1O)O (hydrochinone), OP(=O)(O)O (H3PO4). Solvent: C(Cl)Cl (CH2Cl2). Conditions: temperature 50 celsius, time 3.5 hour. The product is BrC1=CC(=C(C=C1)F)C(=C)C (4-Bromo-1-fluoro-2-isopropenyl-benzene). Reaction SMILES: [Br:1][C:2]1[CH:3]=[CH:4][C:5]([F:12])=[C:6]([C:8](O)([CH3:10])[CH3:9])[CH:7]=1.C1C(O)=CC=C(O)C=1.OP(O)(O)=O>C(Cl)Cl>[Br:1][C:2]1[CH:3]=[CH:4][C:5]([F:12])=[C:6]([C:8]([CH3:10])=[CH2:9])[CH:7]=1. Reported procedure: To a solution of 2-(5-bromo-2-fluoro-phenyl)-propan-2-ol (119.7 g, 498 mmol) in CH2Cl2 (50 ml) was added hydrochinone (2.74 g, 24.9 mmol) and 250 ml 85% H3PO4. The resulting reaction mixture was stirred for 3.5 h at 50° C. The mixture was poured onto ice-water and extracted with CH2Cl2. The organic phases were washed with 2N aqueous NaOH and water, dried over MgSO4, filtered and concentrated. The crude product was dissolved in hexane and filtered through a plough of silica gel to obtain after co...